This data is from the Open Reaction Database (ORD), a public repository of structured organic reaction records. The task is: describe an organic reaction: reactants, conditions, products, and yield The reactants are O=C([O-])[O-], CC#N, COC(=O)c1cnc(Cl)cn1, [Cs+], [Cs+], CCC(CO)Oc1cc(O)cc(C(=O)Nc2ccn(C)n2)c1. Yields the product CCC(CO)Oc1cc(Oc2cnc(C(=O)OC)cn2)cc(C(=O)Nc2ccn(C)n2)c1. RXN SMILES: [C:12](=[O:13])([O-:14])[O-:15].[CH3:40][C:41]#[N:42].[Cl:1][c:2]1[n:3][cH:4][c:5]([C:8](=[O:9])[O:10][CH3:11])[n:6][cH:7]1.[Cs+:16].[Cs+:17].[OH:18][c:19]1[cH:20][c:21]([C:22](=[O:23])[NH:24][c:25]2[n:26][n:27]([CH3:30])[cH:28][cH:29]2)[cH:31][c:32]([O:34][CH:35]([CH2:36][CH3:37])[CH2:38][OH:39])[cH:33]1>>[c:2]1([O:18][c:19]2[cH:20][c:21]([C:22](=[O:23])[NH:24][c:25]3[n:26][n:27]([CH3:30])[cH:28][cH:29]3)[cH:31][c:32]([O:34][CH:35]([CH2:36][CH3:37])[CH2:38][OH:39])[cH:33]2)[n:3][cH:4][c:5]([C:8](=[O:9])[O:10][CH3:11])[n:6][cH:7]1.